Dataset: the Open Reaction Database (ORD), a public repository of structured organic reaction records. Task: describe an organic reaction: reactants, conditions, products, and yield The reactants are OC=1C(=C2CC(N(C2=C(C1C)C)C=O)(C)C)CC(=C)C (2,3-dihydro-5-hydroxy-2,2,6,7-tetramethyl-4-(2-methyl-2-propenyl)-1H-indole-1-carbaldehyde), C([O-])([O-])=O.[Ca+2] (calcium carbonate), I(=O)(=O)Cl.I(=O)(=O)Cl.C(C1=CC=CC=C1)[N+](C)(C)C (benzyltrimethylammonium dichloroiodate). Solvent: ClCCl (dichloromethane), CO (methanol). Reaction conditions: time 15 minute. Product: ICC1(CC2=C3CC(N(C3=C(C(=C2O1)C)C)C=O)(C)C)C (1,6,7,8-Tetrahydro-2-(iodomethyl)-2,4,5,7,7-pentamethyl-2H-furo[3,2-e]indole-6-carbaldehyde). Isolated yield 82.6%. RXN SMILES: [OH:1][C:2]1[C:3]([CH2:17][C:18]([CH3:20])=[CH2:19])=[C:4]2[C:8](=[C:9]([CH3:12])[C:10]=1[CH3:11])[N:7]([CH:13]=[O:14])[C:6]([CH3:16])([CH3:15])[CH2:5]2.C(=O)([O-])[O-].[Ca+2].[I:26](Cl)(=O)=O.I(Cl)(=O)=O.C([N+](C)(C)C)C1C=CC=CC=1>ClCCl.CO>[I:26][CH2:19][C:18]1([CH3:20])[O:1][C:2]2[C:3](=[C:4]3[C:8](=[C:9]([CH3:12])[C:10]=2[CH3:11])[N:7]([CH:13]=[O:14])[C:6]([CH3:15])([CH3:16])[CH2:5]3)[CH2:17]1 |f:1.2,3.4.5|. Procedure: To a solution of 2,3-dihydro-5-hydroxy-2,2,6,7-tetramethyl-4-(2-methyl-2-propenyl)-1H-indole-1-carbaldehyde (1.60 g, 5.85 mmol) in dichloromethane (15 mL) and methanol (5 mL) were added calcium carbonate (0.76 g, 7.6 mmol) and benzyltrimethylammonium dichloroiodate (2.24 g, 6.44 mmol), and the mixture was stirred at room temperature for 15 minutes. The reaction mixture was filtered and concentrated under reduced pressure. To the residue was added a 5% aqueous sodium hydrogen sulfite solution (15... The reactants are BrC1=C(C=C(C(=C1)F)C)O[C@@H](C)CC=C ((S)-1-bromo-5-fluoro-4-methyl-2-(pent-4-en-2-yloxy)benzene), FC1=CC(=C(C=C1)B(O)O)O[C@@H](C)CC=C ((S)-(4-fluoro-2-(pent-4-en-2-yloxy)phenyl)boronic acid). Yields the product FC=1C(=CC(=C(C1)B(O)O)O[C@@H](C)CC=C)C ((S)-(5-Fluoro-4-methyl-2-(pent-4-en-2-yloxy)phenyl) boronic acid). Yield: 100.0%. RXN SMILES: Br[C:2]1[CH:7]=[C:6]([F:8])[C:5]([CH3:9])=[CH:4][C:3]=1[O:10][C@H:11]([CH2:13][CH:14]=[CH2:15])[CH3:12].FC1C=CC([B:23]([OH:25])[OH:24])=C(O[C@H](CC=C)C)C=1>>[F:8][C:6]1[C:5]([CH3:9])=[CH:4][C:3]([O:10][C@H:11]([CH2:13][CH:14]=[CH2:15])[CH3:12])=[C:2]([B:23]([OH:25])[OH:24])[CH:7]=1. Procedure details: Prepared in 100% yield from (S)-1-bromo-5-fluoro-4-methyl-2-(pent-4-en-2-yloxy)benzene following the procedure for (S)-(4-fluoro-2-(pent-4-en-2-yloxy)phenyl)boronic acid. NMR is complex and suggests an oligomeric mixture. The material, however, was used as is and was fully compentent for undergoing a Suzuki coupling. Reactants: C(C)OC(CSC1=CN=C(S1)NC(=O)N(CC1CCC(CC1)C)C1=CC(=C(C=C1)F)F)=O ({2-[3-(3,4-difluoro-phenyl)-3-(4-methyl-cyclohexylmethyl)-ureido]-thiazol-5-ylsulfanyl}-acetic acid ethyl ester), C(C)OC(CSC1=CN=C(S1)N)=O ((2-amino-thiazol-5-ylsulfanyl)acetic acid ethyl ester), C1(CCCC1)CN(C(NC=1SC=C(N1)CC(=O)O)=O)C1=CC=C(C=C1)S(=O)(=O)C ({2-[3-cyclopentylmethyl-3-(4-methanesulfonyl-phenyl)-ureido]-thiazol-4-yl}-acetic acid), CC1CCC(CC1)CNC1=CC(=C(C=C1)F)F (4-methyl-cyclohexylmethyl-(3,4-difluorophenyl)-amine). The product is FC=1C=C(C=CC1F)N(C(NC=1SC(=CN1)SCC(=O)O)=O)CC1CCC(CC1)C ({2-[3-(3,4-Difluoro-phenyl)-3-(4-methyl-cyclohexylmethyl)-ureido]-thiazol-5-ylsulfanyl}-acetic acid). As a reaction SMILES: C([O:3][C:4](=[O:32])[CH2:5][S:6][C:7]1[S:11][C:10]([NH:12][C:13]([N:15]([C:24]2[CH:29]=[CH:28][C:27]([F:30])=[C:26]([F:31])[CH:25]=2)[CH2:16][CH:17]2[CH2:22][CH2:21][CH:20]([CH3:23])[CH2:19][CH2:18]2)=[O:14])=[N:9][CH:8]=1)C.C1(CN(C2C=CC(S(C)(=O)=O)=CC=2)C(=O)NC2SC=C(CC(O)=O)N=2)CCCC1.CC1CCC(CNC2C=CC(F)=C(F)C=2)CC1.C(OC(=O)CSC1SC(N)=NC=1)C>>[F:31][C:26]1[CH:25]=[C:24]([N:15]([CH2:16][CH:17]2[CH2:18][CH2:19][CH:20]([CH3:23])[CH2:21][CH2:22]2)[C:13](=[O:14])[NH:12][C:10]2[S:11][C:7]([S:6][CH2:5][C:4]([OH:32])=[O:3])=[CH:8][N:9]=2)[CH:29]=[CH:28][C:27]=1[F:30]. Procedure: The title compound was prepared via {2-[3-(3,4-difluoro-phenyl)-3-(4-methyl-cyclohexylmethyl)-ureido]-thiazol-5-ylsulfanyl}-acetic acid ethyl ester in a similar manner as described for the synthesis of {2-[3-cyclopentylmethyl-3-(4-methanesulfonyl-phenyl)-ureido]-thiazol-4-yl}-acetic acid, using 4-methyl-cyclohexylmethyl-(3,4-difluorophenyl)-amine and (2-amino-thiazol-5-ylsulfanyl)acetic acid ethyl ester.